This data is from the Open Reaction Database (ORD), a public repository of structured organic reaction records. The task is: describe an organic reaction: reactants, conditions, products, and yield Reactants: [I-].[K+] (Potassium iodide), C([O-])([O-])=O.[K+].[K+] (potassium carbonate), C(C1=CC=CC=C1)Cl (benzyl chloride), ClC=1C=C(C=CC1C(C(C(F)(F)F)(C1=CC(=NC=C1)C)O)C)O (3-Chloro-4-[3,3,3-trifluoro-2-hydroxy-1-methyl-2-(2-methyl-pyridin-4-yl)-propyl]-phenol). The solvent is CC(=O)C (acetone). Product: C(C1=CC=CC=C1)OC1=CC(=C(C=C1)C(C(C(F)(F)F)(O)C1=CC(=NC=C1)C)C)Cl (3-(4-Benzyloxy-2-chloro-phenyl)-1,1,1-trifluoro-2-(2-methyl-pyridin-4-yl)-butan-2-ol). Isolated yield 22.9%. As a reaction SMILES: [I-].[K+].C(=O)([O-])[O-].[K+].[K+].[CH2:9](Cl)[C:10]1[CH:15]=[CH:14][CH:13]=[CH:12][CH:11]=1.[Cl:17][C:18]1[CH:19]=[C:20]([OH:39])[CH:21]=[CH:22][C:23]=1[CH:24]([CH3:38])[C:25]([OH:37])([C:30]1[CH:35]=[CH:34][N:33]=[C:32]([CH3:36])[CH:31]=1)[C:26]([F:29])([F:28])[F:27]>CC(C)=O>[CH2:9]([O:39][C:20]1[CH:21]=[CH:22][C:23]([CH:24]([CH3:38])[C:25]([C:30]2[CH:35]=[CH:34][N:33]=[C:32]([CH3:36])[CH:31]=2)([OH:37])[C:26]([F:27])([F:28])[F:29])=[C:18]([Cl:17])[CH:19]=1)[C:10]1[CH:15]=[CH:14][CH:13]=[CH:12][CH:11]=1 |f:0.1,2.3.4|. Reported procedure: Potassium iodide (4 mg, 0.02 mmol), potassium carbonate (45 mg, 0.33 mmol), and benzyl chloride (41 mg, 0.33 mmol) were added to a solution of 3-chloro-4-[3,3,3-trifluoro-2-hydroxy-1-methyl-2-(2-methyl-pyridin-4-yl)-propyl]-phenol (Example 73, 50 mg, 0.14 mmol) in acetone (3 mL), and the mixture was refluxed for 3.5 h. The green suspension was filtered, the solvent evaporated, and the title compound (14 mg) was isolated from the residue by reversed-phase, preparative HPLC (Agilent Zorbax XdB-C18... As a reaction SMILES: [CH2:30]1[O:31][CH2:32][CH2:33][CH2:34]1.[CH3:35][N:36]([c:37]1[cH:38][cH:39][n:40][cH:41][cH:42]1)[CH3:43].[Cl:1][c:2]1[c:3]([CH2:4][NH:5][C:6]([N:7]([CH3:8])[CH2:9][CH2:10][OH:11])=[O:12])[cH:13][cH:14][cH:15][cH:16]1.[N:17](=[C:18]=[O:19])[c:20]1[cH:21][c:22]2[cH:23][cH:24][cH:25][cH:26][c:27]2[cH:28][cH:29]1>>[Cl:1][c:2]1[c:3]([CH2:4][NH:5][C:6]([N:7]([CH3:8])[CH2:9][CH2:10][O:11][C:18]([NH:17][c:20]2[cH:21][c:22]3[cH:23][cH:24][cH:25][cH:26][c:27]3[cH:28][cH:29]2)=[O:19])=[O:12])[cH:13][cH:14][cH:15][cH:16]1. Starting materials: C1CCOC1, CN(C)c1ccncc1, CN(CCO)C(=O)NCc1ccccc1Cl, O=C=Nc1ccc2ccccc2c1. Yields the product CN(CCOC(=O)Nc1ccc2ccccc2c1)C(=O)NCc1ccccc1Cl. Starting materials: CC(C)(C)C(=O)Nc1cccc(COc2ccc(C(CC(=O)N3C(=O)OCC3Cc3ccccc3)c3ccon3)cc2)c1, C1CCOC1, Cl, [Li+], [OH-], O, OO. The product is CC(C)(C)C(=O)Nc1cccc(COc2ccc(C(CC(=O)O)c3ccon3)cc2)c1. As a reaction SMILES: [CH2:1]([CH:2]1[CH2:3][O:4][C:5](=[O:6])[N:7]1[C:14]([CH2:15][CH:16]([c:17]1[n:18][o:19][cH:20][cH:21]1)[c:22]1[cH:23][cH:24][c:25]([O:26][CH2:27][c:28]2[cH:29][c:30]([NH:34][C:35]([C:36]([CH3:37])([CH3:38])[CH3:39])=[O:40])[cH:31][cH:32][cH:33]2)[cH:41][cH:42]1)=[O:43])[c:8]1[cH:9][cH:10][cH:11][cH:12][cH:13]1.[CH2:49]1[O:50][CH2:51][CH2:52][CH2:53]1.[ClH:48].[Li+:47].[OH-:46].[OH2:54].[OH:44][OH:45]>>[C:14]([CH2:15][CH:16]([c:17]1[n:18][o:19][cH:20][cH:21]1)[c:22]1[cH:23][cH:24][c:25]([O:26][CH2:27][c:28]2[cH:29][c:30]([NH:34][C:35]([C:36]([CH3:37])([CH3:38])[CH3:39])=[O:40])[cH:31][cH:32][cH:33]2)[cH:41][cH:42]1)(=[O:43])[OH:44].